Dataset: the Open Reaction Database (ORD), a public repository of structured organic reaction records. Task: describe an organic reaction: reactants, conditions, products, and yield Starting materials: C(C)(=O)Cl (acetyl chloride), N1(N=NC=C1)C1=CC=C(C=C1)NC1=NC=CC(=N1)C1=CC(=CC(=C1)NC1=CC=CC=C1)N1CCOCC1 (N-(4-(1H-1,2,3-triazol-1-yl)phenyl)-4-(3-morpholino-5-(phenylamino)phenyl)pyrimidin-2-amine). Procedure details: A solution of acetyl chloride (0.02 mL, 0.28 mmol) in CH2Cl2 (1 mL) was added to N-(4-(1H-1,2,3-triazol-1-yl)phenyl)-4-(3-morpholino-5-(phenylamino)phenyl)pyrimidin-2-amine (0.11 g, 0.28 mmol) in CH2Cl2 (3 mL) drop wise at 0° C. The reaction was warmed to room temperature, stirred for 30 min, concentrated, and purified by chromatography on silica gel (ethyl acetate/hexanes) to afford N-(3-(2-(4-(1H-1,2,3-triazol-1-yl)phenylamino)pyrimidin-4-yl)-5-morpholinophenyl)acetamide. MS (ESI) 457 (M+H). Reaction SMILES: C(Cl)(=[O:3])C.[N:5]1([C:10]2[CH:15]=[CH:14][C:13]([NH:16][C:17]3[N:22]=[C:21]([C:23]4[CH:28]=[C:27]([NH:29][C:30]5[CH:35]=CC=CC=5)[CH:26]=[C:25]([N:36]5[CH2:41][CH2:40][O:39][CH2:38][CH2:37]5)[CH:24]=4)[CH:20]=[CH:19][N:18]=3)=[CH:12][CH:11]=2)[CH:9]=[CH:8][N:7]=[N:6]1>C(Cl)Cl>[N:5]1([C:10]2[CH:11]=[CH:12][C:13]([NH:16][C:17]3[N:22]=[C:21]([C:23]4[CH:28]=[C:27]([NH:29][C:30](=[O:3])[CH3:35])[CH:26]=[C:25]([N:36]5[CH2:37][CH2:38][O:39][CH2:40][CH2:41]5)[CH:24]=4)[CH:20]=[CH:19][N:18]=3)=[CH:14][CH:15]=2)[CH:9]=[CH:8][N:7]=[N:6]1. Run in C(Cl)Cl (CH2Cl2), C(Cl)Cl (CH2Cl2). The product is N1(N=NC=C1)C1=CC=C(C=C1)NC1=NC=CC(=N1)C=1C=C(C=C(C1)N1CCOCC1)NC(C)=O (N-(3-(2-(4-(1H-1,2,3-triazol-1-yl)phenylamino)pyrimidin-4-yl)-5-morpholinophenyl)acetamide). Reaction conditions: time 30 minute. Reactants: CO, CCOC(=O)C1CCc2nc(C(F)(F)F)ccc2C1, [Na+], [OH-]. Yields the product O=C(O)C1CCc2nc(C(F)(F)F)ccc2C1. Reaction SMILES: [CH3:22][OH:23].[F:1][C:2]([c:3]1[n:4][c:5]2[c:10]([cH:11][cH:12]1)[CH2:9][CH:8]([C:13](=[O:14])[O:15][CH2:16][CH3:17])[CH2:7][CH2:6]2)([F:18])[F:19].[Na+:21].[OH-:20]>>[F:1][C:2]([c:3]1[n:4][c:5]2[c:10]([cH:11][cH:12]1)[CH2:9][CH:8]([C:13](=[O:14])[OH:15])[CH2:7][CH2:6]2)([F:18])[F:19]. The reactants are CC(COS(=O)(=O)C1=CC=C(C=C1)C1=C(C2=CC=C(C=C2C=C1)OCC1=CC=CC=C1)OC1=CC=C(C=C1)OCCN1CCCCC1)(C)C (4-{6-Benzyloxy-1-[4-(2-piperidin-1-yl-ethoxy)-phenoxy]-naphthalen-2-yl}-benzenesulfonic acid 2,2-dimethyl-propyl ester), C(=O)[O-].[NH4+] (ammonium formate). The reagents and catalysts are [Pd] (Pd/C). The solvent is CO (MeOH). Product: CC(COS(=O)(=O)C1=CC=C(C=C1)C1=C(C2=CC=C(C=C2C=C1)O)OC1=CC=C(C=C1)OCCN1CCCCC1)(C)C (4-{6-hydroxy-1-[4-(2-piperidin-1-yl-ethoxy)-phenoxy]-naphthalen-2-yl}-benzenesulfonic acid 2,2-dimethyl-propyl ester). The yield is 73.8%. RXN SMILES: [CH3:1][C:2]([CH3:49])([CH3:48])[CH2:3][O:4][S:5]([C:8]1[CH:13]=[CH:12][C:11]([C:14]2[CH:23]=[CH:22][C:21]3[C:16](=[CH:17][CH:18]=[C:19]([O:24]CC4C=CC=CC=4)[CH:20]=3)[C:15]=2[O:32][C:33]2[CH:38]=[CH:37][C:36]([O:39][CH2:40][CH2:41][N:42]3[CH2:47][CH2:46][CH2:45][CH2:44][CH2:43]3)=[CH:35][CH:34]=2)=[CH:10][CH:9]=1)(=[O:7])=[O:6].C([O-])=O.[NH4+]>[Pd].CO>[CH3:1][C:2]([CH3:49])([CH3:48])[CH2:3][O:4][S:5]([C:8]1[CH:9]=[CH:10][C:11]([C:14]2[CH:23]=[CH:22][C:21]3[C:16](=[CH:17][CH:18]=[C:19]([OH:24])[CH:20]=3)[C:15]=2[O:32][C:33]2[CH:38]=[CH:37][C:36]([O:39][CH2:40][CH2:41][N:42]3[CH2:47][CH2:46][CH2:45][CH2:44][CH2:43]3)=[CH:35][CH:34]=2)=[CH:12][CH:13]=1)(=[O:6])=[O:7] |f:1.2|. Reported procedure: To a round bottom flask add the product from Example 66 (42 mg, 0.062 mmol), ammonium formate (29 mg, 0.464 mmol), 10% Pd/C (6 mg, ˜15% by weight) and MeOH (5 mL). Heat the mixture at reflux for 35 minutes. Cool the reaction to ambient temperature and filter it through a pad of Celite, then rinse the Celite with hot ethyl acetate and hot methanol. Evaporate the filtrate in vacuo and purify the resulting residue by radial chromatography over silica (2-5% MeOH gradient in CH2Cl2) to provide 27 mg ... Starting materials: BrCCON=C(C(=O)OCC)C1(C)OCCO1 (ethyl 2-(2-bromoethoxyimino)-3,3-ethylenedioxybutyrate), CC(C)([O-])C.[K+] (potassium tertbutoxide), ice water. The solvent is CS(=O)C (dimethyl sulfoxide), O1CCCC1 (tetrahydrofuran). Conditions: time 10 minute. Product: C(=C)ON=C(C(=O)OCC)C1(C)OCCO1 (ethyl 2-vinyloxyimino-3,3-ethylenedioxybutyrate). The yield is 95.0%. RXN SMILES: Br[CH2:2][CH2:3][O:4][N:5]=[C:6]([C:12]1([O:17][CH2:16][CH2:15][O:14]1)[CH3:13])[C:7]([O:9][CH2:10][CH3:11])=[O:8].CC(C)([O-])C.[K+]>CS(C)=O.O1CCCC1>[CH:3]([O:4][N:5]=[C:6]([C:12]1([O:14][CH2:15][CH2:16][O:17]1)[CH3:13])[C:7]([O:9][CH2:10][CH3:11])=[O:8])=[CH2:2] |f:1.2|. Procedure details: To a solution of ethyl 2-(2-bromoethoxyimino)-3,3-ethylenedioxybutyrate (syn isomer)(50 g) in dimethyl sulfoxide (50 ml) was dropwise added potassium tertbutoxide (21.7 g) in tetrahydrofuran (190 ml) under ice-cooling. The mixture was stirred at the same temperature for 10 minutes. The mixture was poured into ice-water and extracted with diethyl ether. The extract was washed with water, dried over magnesium sulfate and evaporated in vacuo to give ethyl 2-vinyloxyimino-3,3-ethylenedioxybutyrate (... Yields the product Oc1ccccc1C=Cc1ccccc1. Reaction SMILES: [B:17]([Br:18])([Br:19])[Br:20].[B:23].[CH3:1][O:2][c:3]1[c:4]([CH:9]=[CH:10][c:11]2[cH:12][cH:13][cH:14][cH:15][cH:16]2)[cH:5][cH:6][cH:7][cH:8]1.[Cl:25][CH2:26][Cl:27].[ClH:24].[K+:22].[OH-:21]>>[OH:2][c:3]1[c:4]([CH:9]=[CH:10][c:11]2[cH:12][cH:13][cH:14][cH:15][cH:16]2)[cH:5][cH:6][cH:7][cH:8]1. Starting materials: BrB(Br)Br, B, COc1ccccc1C=Cc1ccccc1, ClCCl, Cl, [K+], [OH-]. Starting materials: C(C1=CC=CC=C1)=CC(=O)C1=CC(=C(C=C1)Cl)Cl (Benzal-3', 4'-dichloroacetophenone), N1N=CN=C1 (1,2,4-triazole), C(C)OCC (diethyl ether). Yields the product C1(=CC=CC=C1)C(C(=O)C1=CC(=C(C=C1)Cl)Cl)(C)N1N=CN=C1 (2-phenyl-2-(1,2,4-triazol-1-yl)-3',4'-dichloropropiophenone). As a reaction SMILES: [CH:1](=[CH:8][C:9]([C:11]1[CH:16]=[CH:15][C:14]([Cl:17])=[C:13]([Cl:18])[CH:12]=1)=[O:10])[C:2]1[CH:7]=[CH:6][CH:5]=[CH:4]C=1.[NH:19]1[CH:23]=[N:22][CH:21]=[N:20]1.[CH2:24](OCC)C>>[C:1]1([C:8]([N:19]2[CH:23]=[N:22][CH:21]=[N:20]2)([CH3:24])[C:9]([C:11]2[CH:16]=[CH:15][C:14]([Cl:17])=[C:13]([Cl:18])[CH:12]=2)=[O:10])[CH:2]=[CH:7][CH:6]=[CH:5][CH:4]=1. Procedure details: Benzal-3', 4'-dichloroacetophenone (13.8 g; 0.05 mol) and 1,2,4-triazole (3.4 g; 0.05 mol) were fused together at 120°-140° for 30 minutes. After cooling to room temperature, diethyl ether (10.0 ml) was added to precipitate the unreacted benzal 3',4'-dichloroacetophenone which was filtered off. The filtrate was concentrated to give a solid residue which, on crystallisation from carbon disulphide/absolute ethanol gave 2-phenyl-2-(1,2,4-triazol-1-yl)-3',4'-dichloropropiophenone (compound 2), m.p. ... Starting materials: C(C)(=O)NC=1C(=C(C2=C(CC(O2)(C)C=O)C1C)C)C (5-acetylamino-2-formyl-2,4,6,7-tetramethyl-2,3-dihydrobenzofuran), CCCCCC.C(CCC)[Li] (n-butyllithium hexane), O (Water). The reagents and catalysts are [Cl-].C(C1=CC=CC=C1)[P+](C1=CC=CC=C1)(C1=CC=CC=C1)C1=CC=CC=C1 (benzyltriphenylphosphonium chloride). Solvent: O1CCCC1 (tetrahydrofuran), O1CCCC1 (tetrahydrofuran). Conditions: temperature -20 celsius, time 30 minute. The product is C(C)(=O)NC=1C(=C(C2=C(CC(O2)(\C=C/C2=CC=CC=C2)C)C1C)C)C ((Z)-5-Acetylamino-2,4,6,7-tetramethyl-2-styryl-2,3-dihydrobenzofuran). Yield: 77.2%. As a reaction SMILES: [CH3:1][CH2:2][CH2:3][CH2:4][CH2:5][CH3:6].[CH2:7]([Li])CCC.[C:12]([NH:15][C:16]1[C:17]([CH3:30])=[C:18]([CH3:29])[C:19]2[O:23][C:22]([CH:25]=O)([CH3:24])[CH2:21][C:20]=2[C:27]=1[CH3:28])(=[O:14])[CH3:13].O>[Cl-].C([P+](C1C=CC=CC=1)(C1C=CC=CC=1)C1C=CC=CC=1)C1C=CC=CC=1.O1CCCC1>[C:12]([NH:15][C:16]1[C:17]([CH3:30])=[C:18]([CH3:29])[C:19]2[O:23][C:22]([CH3:24])(/[CH:25]=[CH:7]\[C:3]3[CH:2]=[CH:1][CH:6]=[CH:5][CH:4]=3)[CH2:21][C:20]=2[C:27]=1[CH3:28])(=[O:14])[CH3:13] |f:0.1,4.5|. Procedure details: A suspension of benzyltriphenylphosphonium chloride (0.7 g, 1.8 mmol) in tetrahydrofuran (10 ml) was cooled to -20° C. and n-butyllithium hexane solution (1.6M, 1.12 ml, 1.8 mmol) was added dropwise. The reaction mixture was stirred for 30 minutes and then a solution of 5-acetylamino-2-formyl-2,4,6,7-tetramethyl-2,3-dihydrobenzofuran (0.45 g, 1.7 mmol) in tetrahydrofuran (5 ml) was added. The reaction mixture was stirred at room temperature for additional 30 minutes. Water was added to the react... Starting materials: C(C)OC(=O)C1=C(COC2=CC=C(C=C2)CC(=O)OCC)C=C(C=C1)F (ethyl 4-(2-ethoxycarbonyl-5-fluorobenzyloxy)phenylacetate), [OH-].[K+] (potassium hydroxide). Product: C(=O)(O)C1=C(COC2=CC=C(C=C2)CC(=O)O)C=C(C=C1)F (4-(2-carboxy-5-fluorobenzyloxy)phenylacetic acid). As a reaction SMILES: C([O:3][C:4]([C:6]1[CH:25]=[CH:24][C:23]([F:26])=[CH:22][C:7]=1[CH2:8][O:9][C:10]1[CH:15]=[CH:14][C:13]([CH2:16][C:17]([O:19]CC)=[O:18])=[CH:12][CH:11]=1)=[O:5])C.[OH-].[K+]>>[C:4]([C:6]1[CH:25]=[CH:24][C:23]([F:26])=[CH:22][C:7]=1[CH2:8][O:9][C:10]1[CH:11]=[CH:12][C:13]([CH2:16][C:17]([OH:19])=[O:18])=[CH:14][CH:15]=1)([OH:5])=[O:3] |f:1.2|. Procedure details: Reaction of ethyl 4-(2-ethoxycarbonyl-5-fluorobenzyloxy)phenylacetate with potassium hydroxide as described in Example 1c provides 4-(2-carboxy-5-fluorobenzyloxy)phenylacetic acid. Reactants: Cl, COC(=O)CCCCCCCCN1C(=O)C(c2ccccc2)N(c2ccccc2)C1=O. Product: O=C(O)CCCCCCCCN1C(=O)C(c2ccccc2)N(c2ccccc2)C1=O. Reaction SMILES: [ClH:32].[O:1]=[C:2]1[N:3]([CH2:20][CH2:21][CH2:22][CH2:23][CH2:24][CH2:25][CH2:26][CH2:27][C:28](=[O:29])[O:30][CH3:31])[C:4](=[O:19])[CH:5]([c:13]2[cH:14][cH:15][cH:16][cH:17][cH:18]2)[N:6]1[c:7]1[cH:8][cH:9][cH:10][cH:11][cH:12]1>>[O:1]=[C:2]1[N:3]([CH2:20][CH2:21][CH2:22][CH2:23][CH2:24][CH2:25][CH2:26][CH2:27][C:28](=[O:29])[OH:30])[C:4](=[O:19])[CH:5]([c:13]2[cH:14][cH:15][cH:16][cH:17][cH:18]2)[N:6]1[c:7]1[cH:8][cH:9][cH:10][cH:11][cH:12]1.